Dataset: the Open Reaction Database (ORD), a public repository of structured organic reaction records. Task: describe an organic reaction: reactants, conditions, products, and yield Starting materials: S(N)(=O)(=O)C1=CC=C(OCCCCNC(OC(C)(C)C)=O)C=C1 (tert-butyl (4-(4-sulfamoylphenoxy)butyl)carbamate). Solvent: C(=O)(C(F)(F)F)O (TFA), C(Cl)Cl (DCM). Yields the product NCCCCOC1=CC=C(C=C1)S(=O)(=O)N (4-(4-aminobutoxy)benzenesulfonamide). Yield: 177.4%. As a reaction SMILES: [S:1]([C:5]1[CH:23]=[CH:22][C:8]([O:9][CH2:10][CH2:11][CH2:12][CH2:13][NH:14]C(=O)OC(C)(C)C)=[CH:7][CH:6]=1)(=[O:4])(=[O:3])[NH2:2]>C(O)(C(F)(F)F)=O.C(Cl)Cl>[NH2:14][CH2:13][CH2:12][CH2:11][CH2:10][O:9][C:8]1[CH:22]=[CH:23][C:5]([S:1]([NH2:2])(=[O:3])=[O:4])=[CH:6][CH:7]=1. Procedure: A solution of tert-butyl (4-(4-sulfamoylphenoxy)butyl)carbamate (0.72 g, 2.09 mmol) in TFA (5.0 mL) and DCM (5.0 mL) was stirred at rt for overnight. After the solvent was evaporated under a steam of N2, the reaction mixture was dissolved in water (20.0 mL) and acetonitrile (5.0 mL) and lyophilized to afford 4-(4-aminobutoxy)benzenesulfonamide as a yellow solid (0.906 g) containing TFA. 1H NMR (400 MHz, DMSO) 7.74-7.72 (m, 4H), 7.20 (s, 2H), 7.06 (d, 2H), 4.06 (t, 2H), 2.89-2.82 (m, 2H), 1.80-1.... Starting materials: C(C1=CC=CC=C1)(=O)O.ClC1=C(C=CC=C1)C(=O)C=1C(=NC=CC1)C=C(C1=CC=NC=C1)O ((2-chlorophenyl)-[2-(2-hydroxy-2-pyridin-4-yl-vinyl)pyridin-3-yl]methanone benzoate), N(=[N+]=[N-])CC1=CC(=CC(=C1)C(F)(F)F)C(F)(F)F (1-azidomethyl-3,5-bistrifluoromethylbenzene), C(C)(C)O (isopropanol), C([O-])([O-])=O.[K+].[K+] (potassium carbonate), N(=[N+]=[N-])CC1=CC(=CC(=C1)C(F)(F)F)C(F)(F)F (1-azidomethyl-3,5-bistrifluoromethylbenzene). Solvent: C(C)(C)(C)O (t-butanol). Run at temperature 70 celsius, time 1 hour. The product is FC(C=1C=C(CN2N=NC(=C2C2=CC=NC=C2)C2=NC=CC=C2C(=O)C2=C(C=CC=C2)Cl)C=C(C1)C(F)(F)F)(F)F ({2-[1-(3,5-bistrifluoromethylbenzyl)-5-pyridin-4-yl-1H-[1,2,3]triazol-4-yl]-pyridin-3-yl}-(2-chlorophenyl)-methanone). The yield is 79.3%. RXN SMILES: C(O)(=O)C1C=CC=CC=1.[Cl:10][C:11]1[CH:16]=[CH:15][CH:14]=[CH:13][C:12]=1[C:17]([C:19]1[C:20]([CH:25]=[C:26](O)[C:27]2[CH:32]=[CH:31][N:30]=[CH:29][CH:28]=2)=[N:21][CH:22]=[CH:23][CH:24]=1)=[O:18].C(=O)([O-])[O-].[K+].[K+].[N:40]([CH2:43][C:44]1[CH:49]=[C:48]([C:50]([F:53])([F:52])[F:51])[CH:47]=[C:46]([C:54]([F:57])([F:56])[F:55])[CH:45]=1)=[N+:41]=[N-:42].C(O)(C)C>C(O)(C)(C)C>[F:51][C:50]([F:52])([F:53])[C:48]1[CH:49]=[C:44]([CH:45]=[C:46]([C:54]([F:57])([F:55])[F:56])[CH:47]=1)[CH2:43][N:40]1[C:26]([C:27]2[CH:32]=[CH:31][N:30]=[CH:29][CH:28]=2)=[C:25]([C:20]2[C:19]([C:17]([C:12]3[CH:13]=[CH:14][CH:15]=[CH:16][C:11]=3[Cl:10])=[O:18])=[CH:24][CH:23]=[CH:22][N:21]=2)[N:42]=[N:41]1 |f:0.1,2.3.4|. Procedure: Suspend (2-chlorophenyl)-[2-(2-hydroxy-2-pyridin-4-yl-vinyl)pyridin-3-yl]methanone benzoate (204.7 g; 1.04 equiv; 445 mmoles) in t-butanol (614 mL) and treat the slurry with potassium carbonate (124.2 g; 898.6 mmoles). Heat to 70° C. with mechanical stirring for 1 hour. Add 1-azidomethyl-3,5-bistrifluoromethylbenzene (115.6 g; 1.00 equiv; 429.4 mmoles) in a single portion, then heat the mixture to reflux. A circulating bath is used to maintain a condenser temperature of 30° C. After 18 hours at ... Reactants: ClC=1C=C(C=CC1C(C(C(F)(F)F)(C=1C=NC2=CC=CC=C2C1)O)C)O (3-chloro-4-(3,3,3-trifluoro-2-hydroxy-1-methyl-2-quinolin-3-yl-propyl)-phenol), COC(=O)C1(CC1)C1=CC=C(C=C1)CBr (1-(4-bromomethyl-phenyl)-cyclopropanecarboxylic acid methyl ester). Yields the product COC(=O)C1(CC1)C1=CC=C(C=C1)COC1=CC(=C(C=C1)C(C(C(F)(F)F)(C=1C=NC2=CC=CC=C2C1)O)C)Cl (1-{4-[3-Chloro-4-(3,3,3-trifluoro-2-hydroxy-1-methyl-2-quinolin-3-yl-propyl)-phenoxymethyl]-phenyl}-cyclopropanecarboxylic acid methyl ester). As a reaction SMILES: [Cl:1][C:2]1[CH:3]=[C:4]([OH:26])[CH:5]=[CH:6][C:7]=1[CH:8]([CH3:25])[C:9]([OH:24])([C:14]1[CH:15]=[N:16][C:17]2[C:22]([CH:23]=1)=[CH:21][CH:20]=[CH:19][CH:18]=2)[C:10]([F:13])([F:12])[F:11].[CH3:27][O:28][C:29]([C:31]1([C:34]2[CH:39]=[CH:38][C:37]([CH2:40]Br)=[CH:36][CH:35]=2)[CH2:33][CH2:32]1)=[O:30]>>[CH3:27][O:28][C:29]([C:31]1([C:34]2[CH:35]=[CH:36][C:37]([CH2:40][O:26][C:4]3[CH:5]=[CH:6][C:7]([CH:8]([CH3:25])[C:9]([OH:24])([C:14]4[CH:15]=[N:16][C:17]5[C:22]([CH:23]=4)=[CH:21][CH:20]=[CH:19][CH:18]=5)[C:10]([F:11])([F:13])[F:12])=[C:2]([Cl:1])[CH:3]=3)=[CH:38][CH:39]=2)[CH2:33][CH2:32]1)=[O:30]. Procedure: In analogy to Example 140, step 6, 3-chloro-4-(3,3,3-trifluoro-2-hydroxy-1-methyl-2-quinolin-3-yl-propyl)-phenol (Example 140, step 5) was reacted with 1-(4-bromomethyl-phenyl)-cyclopropanecarboxylic acid methyl ester (CAS 873372-30-6) to give the title compound as an off-white solid. MS (m/e)=570.4 [M+H+]. Reactants: ClC1=C(C(=CC=C1)Cl)N1C(C=C(C=C1C)O)=O (1-(2,6-dichlorophenyl)-4-hydroxy-6-methylpyridin-2(1H)-one), C(C1=CC=CC=C1)Br (benzylbromide). Solvent: CN(C)C=O (DMF), O (water). Conditions: time 16 hour. Yields the product C(C1=CC=CC=C1)OC1=CC(N(C(=C1)C)C1=C(C=CC=C1Cl)Cl)=O (4-(benzyloxy)-1-(2,6-dichlorophenyl)-6-methylpyridin-2(1H)-one). As a reaction SMILES: [Cl:1][C:2]1[CH:7]=[CH:6][CH:5]=[C:4]([Cl:8])[C:3]=1[N:9]1[C:14]([CH3:15])=[CH:13][C:12]([OH:16])=[CH:11][C:10]1=[O:17].[CH2:18](Br)[C:19]1[CH:24]=[CH:23][CH:22]=[CH:21][CH:20]=1>CN(C=O)C.O>[CH2:18]([O:16][C:12]1[CH:13]=[C:14]([CH3:15])[N:9]([C:3]2[C:4]([Cl:8])=[CH:5][CH:6]=[CH:7][C:2]=2[Cl:1])[C:10](=[O:17])[CH:11]=1)[C:19]1[CH:24]=[CH:23][CH:22]=[CH:21][CH:20]=1. Procedure: A mixture of 1-(2,6-dichlorophenyl)-4-hydroxy-6-methylpyridin-2(1H)-one (0.125 g, 0.46 mmol) and benzylbromide (0.1 mL) in DMF (2.5 mL) was stirred at room temperature for 16 h. The reaction mixture was diluted with water (10.0 mL) and extracted with EtOAc (2×20 mL). The combined organic extracts were washed with water, dried (Na2SO4), filtered, concentrated under reduced pressure and the resulting material was purified by silica gel flash chromatography using 25% EtOAc in hexanes to afford the ...